This data is from the Open Reaction Database (ORD), a public repository of structured organic reaction records. The task is: describe an organic reaction: reactants, conditions, products, and yield The reactants are COC(=O)CCNCCC1COc2ccccc2C1, Cl, Cl. The product is Cl, O=C(O)CCNCCC1COc2ccccc2C1. Reaction SMILES: [CH3:2][O:3][C:4]([CH2:5][CH2:6][NH:7][CH2:8][CH2:9][CH:10]1[CH2:11][O:12][c:13]2[cH:14][cH:15][cH:16][cH:17][c:18]2[CH2:19]1)=[O:20].[ClH:1].[ClH:21]>>[ClH:1].[O:3]=[C:4]([CH2:5][CH2:6][NH:7][CH2:8][CH2:9][CH:10]1[CH2:11][O:12][c:13]2[cH:14][cH:15][cH:16][cH:17][c:18]2[CH2:19]1)[OH:20]. Reactants: NC1=C(C#N)C(=C(C=C1)C#C[Si](C)(C)C)C (2-amino-5-(trimethylsilylethynyl)-6-methylbenzonitrile), C([O-])([O-])=O.[K+].[K+] (potassium carbonate). The solvent is CO (methanol). Conditions: time 1 hour. Product: NC1=C(C#N)C(=C(C=C1)C#C)C (2-amino-5-ethynyl-6-methylbenzonitrile). The yield is 106.7%. As a reaction SMILES: [NH2:1][C:2]1[CH:9]=[CH:8][C:7]([C:10]#[C:11][Si](C)(C)C)=[C:6]([CH3:16])[C:3]=1[C:4]#[N:5].C(=O)([O-])[O-].[K+].[K+]>CO>[NH2:1][C:2]1[CH:9]=[CH:8][C:7]([C:10]#[CH:11])=[C:6]([CH3:16])[C:3]=1[C:4]#[N:5] |f:1.2.3|. Reported procedure: A mixture of 1.4 grams (0.006 mole) of 2-amino-5-(trimethylsilylethynyl)-6-methylbenzonitrile and 0.9 gram (0.006 mole) of potassium carbonate in 50 mL of methanol was stirred at ambient temperature for one hour. The reaction mixture was then concentrated under reduced pressure to a residue. The residue was taken up in about 75 mL of water, and the solution was extracted with two 200 mL portions of diethyl ether. The combined extracts were dried with magnesium sulfate and filtered. The filtrate ... Starting materials: ClCCCl, O=C(O)c1cccc(CN(Cc2ccc(F)cc2)S(=O)(=O)c2cc(Cl)cc(Cl)c2O)n1, Fc1ccc(CNCc2cc(Cl)cc(Cl)c2)cc1, ClCCl, Cl, On1nnc2ccccc21. The product is O=C(c1cccc(CN(Cc2ccc(F)cc2)S(=O)(=O)c2cc(Cl)cc(Cl)c2O)n1)N(Cc1ccc(F)cc1)Cc1cc(Cl)cc(Cl)c1. Reaction SMILES: [CH2:33]([Cl:34])[CH2:35][Cl:36].[Cl:1][c:2]1[c:3]([OH:31])[c:4]([S:9](=[O:10])(=[O:11])[N:12]([CH2:13][c:14]2[cH:15][cH:16][c:17]([F:20])[cH:18][cH:19]2)[CH2:21][c:22]2[cH:23][cH:24][cH:25][c:26]([C:28](=[O:29])[OH:30])[n:27]2)[cH:5][c:6]([Cl:8])[cH:7]1.[Cl:47][c:48]1[cH:49][c:50]([CH2:51][NH:52][CH2:53][c:54]2[cH:55][cH:56][c:57]([F:60])[cH:58][cH:59]2)[cH:61][c:62]([Cl:64])[cH:63]1.[Cl:65][CH2:66][Cl:67].[ClH:32].[OH:37][n:38]1[c:39]2[c:40]([cH:41][cH:42][cH:43][cH:44]2)[n:45][n:46]1>>[Cl:1][c:2]1[c:3]([OH:31])[c:4]([S:9](=[O:10])(=[O:11])[N:12]([CH2:13][c:14]2[cH:15][cH:16][c:17]([F:20])[cH:18][cH:19]2)[CH2:21][c:22]2[cH:23][cH:24][cH:25][c:26]([C:28](=[O:30])[N:52]([CH2:51][c:50]3[cH:49][c:48]([Cl:47])[cH:63][c:62]([Cl:64])[cH:61]3)[CH2:53][c:54]3[cH:55][cH:56][c:57]([F:60])[cH:58][cH:59]3)[n:27]2)[cH:5][c:6]([Cl:8])[cH:7]1. Product: C(C)(C)C=1C=C(C=CC1OC)CC#N ((3-isopropyl-4-methoxyphenyl)acetonitrile). Reagents/catalysts: [C].[Pd] (palladium-carbon). RXN SMILES: [C:1]([C:4]1[CH:5]=[C:6]([CH2:12][C:13]#[N:14])[CH:7]=[CH:8][C:9]=1[O:10][CH3:11])([CH3:3])=[CH2:2]>C(O)C.[C].[Pd]>[CH:1]([C:4]1[CH:5]=[C:6]([CH2:12][C:13]#[N:14])[CH:7]=[CH:8][C:9]=1[O:10][CH3:11])([CH3:3])[CH3:2] |f:2.3|. Run at time 30 minute. Procedure: (3-Isopropenyl-4-methoxyphenyl)acetonitrile (4.42 g, 23.61 mmol) obtained in Example (109-1) was dissolved in ethanol (50 ml) and 10% palladium-carbon (1 g) was added thereto, and the mixture was stirred at room temperature under a hydrogen atmosphere for 30 minutes. The reaction mixture was filtered, and the filtrate was concentrated under reduced pressure. The residue obtained was purified by silica gel column chromatography (developing solvent: hexane/ethyl acetate=4/1) to give (3-isopropyl-4... Yield: 91.3%. Starting materials: C(=C)(C)C=1C=C(C=CC1OC)CC#N ((3-Isopropenyl-4-methoxyphenyl)acetonitrile). The solvent is C(C)O (ethanol). Starting materials: COC(=O)[C@@H]1C[C@@H]([C@H](C1)OC)NC(=O)C=1SC(=CC1)Cl ((1R,3S,4S)-3-[(5-chloro-thiophene-2-carbonyl)-amino]-4-methoxy-cyclopentanecarboxylic acid methyl ester), NC1=C(C=C(C=C1)N1C(C=CC=C1)=O)F (1-(4-amino-3-fluoro-phenyl)-1H-pyridin-2-one). Product: FC1=C(C=CC(=C1)N1C(C=CC=C1)=O)NC(=O)[C@H]1C[C@@H]([C@H](C1)NC(=O)C=1SC(=CC1)Cl)OC (5-chloro-thiophene-2-carboxylic acid {(1S,2S,4R)-4-[2-fluoro-4-(2-oxo-2H-pyridin-1-yl)-phenylcarbamoyl]-2-methoxy-cyclopentyl}-amide). RXN SMILES: CO[C:3]([C@H:5]1[CH2:9][C@H:8]([O:10][CH3:11])[C@@H:7]([NH:12][C:13]([C:15]2[S:16][C:17]([Cl:20])=[CH:18][CH:19]=2)=[O:14])[CH2:6]1)=[O:4].[NH2:21][C:22]1[CH:27]=[CH:26][C:25]([N:28]2[CH:33]=[CH:32][CH:31]=[CH:30][C:29]2=[O:34])=[CH:24][C:23]=1[F:35]>>[F:35][C:23]1[CH:24]=[C:25]([N:28]2[CH:33]=[CH:32][CH:31]=[CH:30][C:29]2=[O:34])[CH:26]=[CH:27][C:22]=1[NH:21][C:3]([C@@H:5]1[CH2:6][C@H:7]([NH:12][C:13]([C:15]2[S:16][C:17]([Cl:20])=[CH:18][CH:19]=2)=[O:14])[C@@H:8]([O:10][CH3:11])[CH2:9]1)=[O:4]. Reported procedure: In analogy to example 1C, (1R,3S,4S)-3-[(5-chloro-thiophene-2-carbonyl)-amino]-4-methoxy-cyclopentanecarboxylic acid methyl ester was reacted with 1-(4-amino-3-fluoro-phenyl)-1H-pyridin-2-one to give 5-chloro-thiophene-2-carboxylic acid {(1S,2S,4R)-4-[2-fluoro-4-(2-oxo-2H-pyridin-1-yl)-phenylcarbamoyl]-2-methoxy-cyclopentyl}-amide. Light yellow amorphous solid. MS: 490.1 ([M+H]+). Starting materials: CC(=O)[O-], COCC(=O)CC(=O)OC, CO, Cl, Nc1ccc(N2CCOCC2)c(F)c1F, O=N[O-], [Na+], [Na+], [Na+], [OH-], O. Product: COCC(=O)C(=NNc1ccc(N2CCOCC2)c(F)c1F)C(=O)OC. RXN SMILES: [C:31]([O-:32])(=[O:33])[CH3:34].[CH3:21][O:22][CH2:23][C:24]([CH2:25][C:26](=[O:27])[O:28][CH3:29])=[O:30].[CH3:39][OH:40].[ClH:20].[F:5][c:6]1[c:7]([NH2:8])[cH:9][cH:10][c:11]([N:14]2[CH2:15][CH2:16][O:17][CH2:18][CH2:19]2)[c:12]1[F:13].[N:1]([O-:2])=[O:3].[Na+:35].[Na+:37].[Na+:4].[OH-:36].[OH2:38]>>[N:1]([NH:8][c:7]1[c:6]([F:5])[c:12]([F:13])[c:11]([N:14]2[CH2:15][CH2:16][O:17][CH2:18][CH2:19]2)[cH:10][cH:9]1)=[C:25]([C:24]([CH2:23][O:22][CH3:21])=[O:30])[C:26](=[O:27])[O:28][CH3:29]. The reactants are CCCC[Mg]Br (effective_coupling_partner), CCN(CC)C(=O)Oc1cccc(OC(=O)N(CC)CC)c1[Si](C)(C)C (substrate). Conditions: temperature 25 celsius, time 16 hour. Product: CCN(CC)C(=O)Oc1ccccc1[Si](C)(C)C. Reactants: CC1=CC(=CC(=C1)C(C)(C)C)C (1,3-dimethyl-5-tertiary-butylbenzene), [N+](=O)(O)[O-] (nitric acid). Reagents/catalysts: mercuric acetate. Product: [N+](=O)([O-])C1=C(C=C(C=C1C)C(C)(C)C)C (2-nitro-1,3-dimethyl-5-tertiary-butylbenzene). As a reaction SMILES: [CH3:1][C:2]1[CH:7]=[C:6]([C:8]([CH3:11])([CH3:10])[CH3:9])[CH:5]=[C:4]([CH3:12])[CH:3]=1.[N+:13]([O-])([OH:15])=[O:14]>>[N+:13]([C:3]1[C:2]([CH3:1])=[CH:7][C:6]([C:8]([CH3:9])([CH3:11])[CH3:10])=[CH:5][C:4]=1[CH3:12])([O-:15])=[O:14]. Procedure: contacting the 1,3-dimethyl-5-tertiary-butylbenzene with nitric acid in the presence of a mercuric acetate catalyst at a temperature of from about 0° C. to about 100° C. to form 2-nitro-1,3-dimethyl-5-tertiary-butylbenzene;